From a dataset of the Open Reaction Database (ORD), a public repository of structured organic reaction records. describe an organic reaction: reactants, conditions, products, and yield Reactants: COC(=O)C=CC(NC(=O)OC(C)(C)C)c1ccccc1, CO, [H][H]. Product: COC(=O)CCC(NC(=O)OC(C)(C)C)c1ccccc1. As a reaction SMILES: [C:1]([CH3:2])([CH3:3])([CH3:4])[O:5][C:6](=[O:7])[NH:8][CH:9]([CH:10]=[CH:11][C:12](=[O:13])[O:14][CH3:15])[c:16]1[cH:17][cH:18][cH:19][cH:20][cH:21]1.[CH3:24][OH:25].[H:22][H:23]>>[C:1]([CH3:2])([CH3:3])([CH3:4])[O:5][C:6](=[O:7])[NH:8][CH:9]([CH2:10][CH2:11][C:12](=[O:13])[O:14][CH3:15])[c:16]1[cH:17][cH:18][cH:19][cH:20][cH:21]1.